Dataset: the Open Reaction Database (ORD), a public repository of structured organic reaction records. Task: describe an organic reaction: reactants, conditions, products, and yield The reagents and catalysts are [Zn] (zinc). Reaction SMILES: [Br:1][C:2]1[CH:21]=[CH:20][CH:19]=[C:18]([N+:22]([O-])=O)[C:3]=1[O:4][CH2:5][C@H:6]([NH:10][C:11]([O:13][C:14]([CH3:17])([CH3:16])[CH3:15])=[O:12])[C:7]([OH:9])=[O:8].[NH4+].[Cl-]>CO.C1COCC1.[Zn]>[NH2:22][C:18]1[CH:19]=[CH:20][CH:21]=[C:2]([Br:1])[C:3]=1[O:4][CH2:5][C@H:6]([NH:10][C:11]([O:13][C:14]([CH3:17])([CH3:15])[CH3:16])=[O:12])[C:7]([OH:9])=[O:8] |f:1.2,3.4|. The solvent is CO.C1CCOC1 (MeOH THF). The yield is 96.7%. Reactants: BrC1=C(OC[C@@H](C(=O)O)NC(=O)OC(C)(C)C)C(=CC=C1)[N+](=O)[O-] ((S)-3-(2-bromo-6-nitrophenoxy)-2-(tert-butoxycarbonylamino)propanoic acid), [NH4+].[Cl-] (NH4Cl). The product is NC1=C(OC[C@@H](C(=O)O)NC(=O)OC(C)(C)C)C(=CC=C1)Br ((S)-3-(2-amino-6-bromophenoxy)-2-(tert-butoxycarbonylamino)propanoic acid). Reported procedure: A mixture of (S)-3-(2-bromo-6-nitrophenoxy)-2-(tert-butoxycarbonylamino)propanoic acid (2.1 g, 5.18 mmol), zinc dust (3.39 g, 51.8 mmol) and NH4Cl (2.77 g, 51.8 mmol) in MeOH/THF 1:1 (40 mL) was stirred at RT until TLC indicated the reaction was complete. The mixture was then filtered and the filtrate concentrated. The residue was mixed with H2O/EtOAc (50 mL/50 mL) and extracted with EtOAc. The combined organic extracts were dried over MgSO4, filtered and the filtrate concentrated to afford (S)-... Reactants: NC1=NC=CC(=C1)Br (2-Amino-4-bromopyridine), CNC (dimethylamine), C(=O)OC (methyl formate), C[O-].[Na+] (sodium methoxide), OCC1(O)[C@H](O)[C@H](O)[C@H](O)CO1 (Psi). Reagents/catalysts: [Cu] (copper). Run in CN(C)C=O (DMF), CN(C)C=O (DMF), CN(C)C=O (DMF), [NH4+].[Cl-] (NH4Cl). Product: COC=1C=CC(=NC1)N (5-methoxypyridin-2-amine). Isolated yield 17.0%. RXN SMILES: [NH2:1][C:2]1[CH:7]=[C:6](Br)[CH:5]=[CH:4][N:3]=1.C[O-].[Na+].[OH:12][CH2:13]C1(OC[C@@H](O)[C@@H](O)[C@H]1O)O.C(OC)=O.CNC>[NH4+].[Cl-].[Cu].CN(C=O)C>[CH3:13][O:12][C:5]1[CH:6]=[CH:7][C:2]([NH2:1])=[N:3][CH:4]=1 |f:1.2,6.7|. Procedure details: Method a: 2-Amino-4-bromopyridine (0.10 g; 0.58 mmol), sodium methoxide (0.16 g; 2.9 mmol) and copper powder nanosized activated (0.11 g; 1.74 mmol) were introduced in a screw cap vial (Pyrex glass) together with 2.0 mL of anhydrous MeOH and a stirrer bar. The vial was closed and put in an oil bath at 135° C. and stirred for 14 h. The mixture was cooled, diluted with MeOH (5.0 mL) and filtered through an SPE silica gel cartridge and the product eluted with AcOEt. The fractions were collected and... Starting materials: N1=CC=C(C=C1)N1CCC(CC1)CNC1=C(C=NC=C1)N (N4-[1-(4-pyridyl)piperidin-4-ylmethyl]-3,4-pyridinediamine), hydrochloride salt, COC1=CC=C(C(=O)Cl)C=C1 (4-methoxybenzoyl chloride). Product: COC1=CC=C(C(=O)NC=2C=NC=CC2NCC2CCN(CC2)C2=CC=NC=C2)C=C1 (N3-(4-methoxybenzoyl)-N4-[1-(4-pyridyl)piperidin-4-ylmethyl]-3,4-pyridinediamine). Yield: 6.2%. RXN SMILES: [N:1]1[CH:6]=[CH:5][C:4]([N:7]2[CH2:12][CH2:11][CH:10]([CH2:13][NH:14][C:15]3[CH:20]=[CH:19][N:18]=[CH:17][C:16]=3[NH2:21])[CH2:9][CH2:8]2)=[CH:3][CH:2]=1.[CH3:22][O:23][C:24]1[CH:32]=[CH:31][C:27]([C:28](Cl)=[O:29])=[CH:26][CH:25]=1>>[CH3:22][O:23][C:24]1[CH:32]=[CH:31][C:27]([C:28]([NH:21][C:16]2[CH:17]=[N:18][CH:19]=[CH:20][C:15]=2[NH:14][CH2:13][CH:10]2[CH2:9][CH2:8][N:7]([C:4]3[CH:5]=[CH:6][N:1]=[CH:2][CH:3]=3)[CH2:12][CH2:11]2)=[O:29])=[CH:26][CH:25]=1. Procedure details: Using a similar procedure to that described in Example 2, Part D, N4-[1-(4-pyridyl)piperidin-4-ylmethyl]-3,4-pyridinediamine (110 mg, 0.388 mmol) and 4-methoxybenzoyl chloride (0.66 mL, 0.388 mmol) yielded 10 mg (6%) of the title compound as a hydrochloride salt. Starting materials: COC(=O)CC=1C=C(C=CC1)NC(NCC(=O)N1C(CC(C1C1=C(C=CC=C1)F)S(=O)(=O)C1=CC=C(C=C1)Cl)C(=O)OC(C)(C)C)=O (tert-butyl (2RS,4SR,5RS)-1-{2-[3-(3-methoxycarbonylmethylphenyl)ureido]acetyl}-5-(2-fluorophenyl)-4-(4-chlorophenyl)sulphonyl-2-pyrrolidinecarboxylate), [OH-].[K+] (potassium hydroxide). The solvent is CO (methanol), O (water). Run at temperature 20 celsius. Yields the product C(C)(C)(C)OC(=O)C1N(C(C(C1)S(=O)(=O)C1=CC=C(C=C1)Cl)C1=C(C=CC=C1)F)C(CNC(NC=1C=C(C=CC1)CC(=O)O)=O)=O ((2RS,4SR,5RS)-3-(3-{2-[2-tert-butoxycarbonyl-5-(2-fluorophenyl)-4-(4-chlorophenyl)sulphonyl-1-pyrrolidinyl]-2-oxoethyl}ureido)phenylacetic acid). The yield is 38.8%. As a reaction SMILES: C[O:2][C:3]([CH2:5][C:6]1[CH:7]=[C:8]([NH:12][C:13](=[O:47])[NH:14][CH2:15][C:16]([N:18]2[CH:22]([C:23]3[CH:28]=[CH:27][CH:26]=[CH:25][C:24]=3[F:29])[CH:21]([S:30]([C:33]3[CH:38]=[CH:37][C:36]([Cl:39])=[CH:35][CH:34]=3)(=[O:32])=[O:31])[CH2:20][CH:19]2[C:40]([O:42][C:43]([CH3:46])([CH3:45])[CH3:44])=[O:41])=[O:17])[CH:9]=[CH:10][CH:11]=1)=[O:4].[OH-].[K+]>CO.O>[C:43]([O:42][C:40]([CH:19]1[CH2:20][CH:21]([S:30]([C:33]2[CH:34]=[CH:35][C:36]([Cl:39])=[CH:37][CH:38]=2)(=[O:32])=[O:31])[CH:22]([C:23]2[CH:28]=[CH:27][CH:26]=[CH:25][C:24]=2[F:29])[N:18]1[C:16](=[O:17])[CH2:15][NH:14][C:13](=[O:47])[NH:12][C:8]1[CH:7]=[C:6]([CH2:5][C:3]([OH:4])=[O:2])[CH:11]=[CH:10][CH:9]=1)=[O:41])([CH3:46])([CH3:44])[CH3:45] |f:1.2|. Procedure details: A To a solution of 2.5 g of tert-butyl (2RS,4SR,5RS)-1-{2-[3-(3-methoxycarbonylmethylphenyl)ureido]acetyl}-5-(2-fluorophenyl)-4-(4-chlorophenyl)sulphonyl-2-pyrrolidinecarboxylate in 60 cm3 of methanol and 30 cm3 of distilled water is added, at a temperature in the region of 20° C., 0.2 g of potassium hydroxide. The reaction mixture is stirred for twenty hours at a temperature in the region of 20° C., and then concentrated under reduced pressure. The residue is taken up in 100 cm3 of distilled wa... The reactants are FC=1C=C(C=CC1)C(O)C=1N(C(=NC1)Cl)C ((3-fluoro-phenyl)-(2-chloro-3-methyl-3H-imidazol-4-yl)-methanol), N1(CCCCC1)CCCN (3-piperidin-1-ylpropylamine), C(C)(C)N(CC)C(C)C (diisopropylethylamine). Run in C1CCOC1 (THF). Product: FC=1C=C(C=CC1)C(O)C=1N(C(=NC1)NCCCN1CCCCC1)C ((3-Fluoro-phenyl)-[3-methyl-2-(3-piperidin-1-yl-propylamino)-3H-imidazol-4-yl]-methanol). RXN SMILES: [F:1][C:2]1[CH:3]=[C:4]([CH:8]([C:10]2[N:11]([CH3:16])[C:12](Cl)=[N:13][CH:14]=2)[OH:9])[CH:5]=[CH:6][CH:7]=1.[N:17]1([CH2:23][CH2:24][CH2:25][NH2:26])[CH2:22][CH2:21][CH2:20][CH2:19][CH2:18]1.C(N(C(C)C)CC)(C)C>C1COCC1>[F:1][C:2]1[CH:3]=[C:4]([CH:8]([C:10]2[N:11]([CH3:16])[C:12]([NH:26][CH2:25][CH2:24][CH2:23][N:17]3[CH2:22][CH2:21][CH2:20][CH2:19][CH2:18]3)=[N:13][CH:14]=2)[OH:9])[CH:5]=[CH:6][CH:7]=1. Procedure details: To a solution of (3-fluoro-phenyl)-(2-chloro-3-methyl-3H-imidazol-4-yl)-methanol (1 equivalent) in THF (0.2 M) is added 3-piperidin-1-ylpropylamine (1.5 equivalents) and diisopropylethylamine (1.5 equivalents). The mixture is heated at reflux until HPLC analysis shows consumption of the starting material. The reaction mixture is cooled to rt, quenched with satd. aq. NH4Cl, and extracted with EtOAc (2×). The combined organic extracts are washed with water and brine, dried over anhydrous Na2SO4, f... The reactants are C(C=C)(=O)OC (methyl acrylate), ClC1=CC=C(C=C1)C=CC(C(CC=CC1=CC=C(C=C1)C)C1=CC=CC=C1)=O (1-(p-chlorophenyl)-4-phenyl-7-(p-methylphenyl)-1,6-heptadien-3-one). Run in C(OC)COC (glyme), CO (MeOH), C(OC)COC (glyme). Reaction conditions: time 36 hour. The product is CC1=CC=C(C=CCC(CCC(=O)O)(C(C=CC2=CC=C(C=C2)Cl)=O)C2=CC=CC=C2)C=C1 (4-(p-Methylcinnamyl)-4-phenyl-5-oxo-7-(p-chlorophenyl)-6-heptenoic Acid). RXN SMILES: [Cl:1][C:2]1[CH:7]=[CH:6][C:5]([CH:8]=[CH:9][C:10](=[O:28])[CH:11]([C:22]2[CH:27]=[CH:26][CH:25]=[CH:24][CH:23]=2)[CH2:12][CH:13]=[CH:14][C:15]2[CH:20]=[CH:19][C:18]([CH3:21])=[CH:17][CH:16]=2)=[CH:4][CH:3]=1.[C:29]([O:33]C)(=[O:32])[CH:30]=[CH2:31]>CO.C(COC)OC>[CH3:21][C:18]1[CH:17]=[CH:16][C:15]([CH:14]=[CH:13][CH2:12][C:11]([C:22]2[CH:23]=[CH:24][CH:25]=[CH:26][CH:27]=2)([C:10](=[O:28])[CH:9]=[CH:8][C:5]2[CH:6]=[CH:7][C:2]([Cl:1])=[CH:3][CH:4]=2)[CH2:31][CH2:30][C:29]([OH:33])=[O:32])=[CH:20][CH:19]=1. Procedure: Triton B (1 ml., 40% in MeOH) is added to a stirred suspension of 1-(p-chlorophenyl)-4-phenyl-7-(p-methylphenyl)-1,6-heptadien-3-one (14.55 g., 0.038 mole) in glyme (150 ml.) followed by addition of methyl acrylate (3.87 g., 0.045 mole) in glyme (25 ml.). The mixture is warmed slightly to obtain solution then is stirred for 24 to 48 hours. The solvent is removed under reduced pressure and water (1000 ml.) and dilute hydrochloric acid is added to the residue. The organic material is extracted int... Starting materials: C(C)(C)(C)OC(=O)N1CC(C1)(C)OC=1C(=CC2=C(N(C(CO2)=S)C(C)C(=O)OCC)C1)F (3-[4-(1-ethoxycarbonyl-ethyl)-7-fluoro-3-thioxo-3,4-dihydro-2H-benzo[1,4]oxazin-6-yloxy]-3-methyl-azetidine-1-carboxylic acid tert-butyl ester), O.NN (hydrazine hydrate). Solvent: CCO (EtOH). Product: C(C)(C)(C)OC(=O)N1CC(C1)(C)OC=1C=C2N3C(C(NN=C3COC2=CC1F)=O)C (3-(7-fluoro-4-methyl-3-oxo-2,3,4,10-tetrahydro-9-oxa-1,2,4a-triaza-phenanthren-6-yloxy)-3-methyl-azetidine-1-carboxylic acid tert-butyl ester). Yield: 45.9%. Reaction SMILES: [C:1]([O:5][C:6]([N:8]1[CH2:11][C:10]([O:13][C:14]2[C:15]([F:32])=[CH:16][C:17]3[O:22][CH2:21][C:20](=S)[N:19]([CH:24]([C:26](OCC)=[O:27])[CH3:25])[C:18]=3[CH:31]=2)([CH3:12])[CH2:9]1)=[O:7])([CH3:4])([CH3:3])[CH3:2].O.[NH2:34][NH2:35]>CCO>[C:1]([O:5][C:6]([N:8]1[CH2:9][C:10]([O:13][C:14]2[CH:31]=[C:18]3[C:17](=[CH:16][C:15]=2[F:32])[O:22][CH2:21][C:20]2[N:19]3[CH:24]([CH3:25])[C:26](=[O:27])[NH:34][N:35]=2)([CH3:12])[CH2:11]1)=[O:7])([CH3:4])([CH3:2])[CH3:3] |f:1.2|. Reported procedure: To a solution of 3-[4-(1-ethoxycarbonyl-ethyl)-7-fluoro-3-thioxo-3,4-dihydro-2H-benzo[1,4]oxazin-6-yloxy]-3-methyl-azetidine-1-carboxylic acid tert-butyl ester (0.080 g, 0.171 mmol) in EtOH (5 mL) was added hydrazine hydrate (0.085 g, 1.707 mmol) and the mixture was heated to reflux for 2 h. The reaction mixture was cooled to ambient temperature and concentrated in vacuo. The residue was purified by preparative TLC (eluting with 30% EtOAc in petroleum ether) to give 3-(7-fluoro-4-methyl-3-oxo-2,...